Dataset: the Open Reaction Database (ORD), a public repository of structured organic reaction records. Task: describe an organic reaction: reactants, conditions, products, and yield Reactants: FC1=C(C=C(C=C1)CN(C1CCOCC1)C(=O)C1=NN(C=N1)C)C1=CC(=CC=C1)C(=O)OC (methyl 2′-fluoro-5′-([[(1-methyl-1H-1,2,4-triazol-3-yl)carbonyl](tetrahydro-2H-pyran-4-yl)amino]methyl)biphenyl-3-carboxylate), C(C)O (ethanol), [BH4-].[Na+] (sodium borohydride). Solvent: O.CC(=O)C (water acetone). The product is FC1=CC=C(C=C1C1=CC(=CC=C1)CO)CN(C(=O)C1=NN(C=N1)C)C1CCOCC1 (N-[[6-Fluoro-3′-(hydroxymethyl)biphenyl-3-yl]methyl]-1-methyl-N-(tetrahydro-2H-pyran-4-yl)-1H-1,2,4-triazole-3-carboxamide). Isolated yield 5.7%. RXN SMILES: [F:1][C:2]1[CH:7]=[CH:6][C:5]([CH2:8][N:9]([C:16]([C:18]2[N:22]=[CH:21][N:20]([CH3:23])[N:19]=2)=[O:17])[CH:10]2[CH2:15][CH2:14][O:13][CH2:12][CH2:11]2)=[CH:4][C:3]=1[C:24]1[CH:29]=[CH:28][CH:27]=[C:26]([C:30](OC)=[O:31])[CH:25]=1.C(O)C.[BH4-].[Na+]>O.CC(C)=O>[F:1][C:2]1[C:3]([C:24]2[CH:29]=[CH:28][CH:27]=[C:26]([CH2:30][OH:31])[CH:25]=2)=[CH:4][C:5]([CH2:8][N:9]([CH:10]2[CH2:11][CH2:12][O:13][CH2:14][CH2:15]2)[C:16]([C:18]2[N:22]=[CH:21][N:20]([CH3:23])[N:19]=2)=[O:17])=[CH:6][CH:7]=1 |f:2.3,4.5|. Procedure: A mixture of methyl 2′-fluoro-5′-([[(1-methyl-1H-1,2,4-triazol-3-yl)carbonyl](tetrahydro-2H-pyran-4-yl)amino]methyl)biphenyl-3-carboxylate (318 mg), ethanol (14 mL) and sodium borohydride (532 mg) was heated under reflux for 16 hours. After leaving the mixture to cool, water-acetone was added and extraction was conducted with chloroform. The organic layer was dried over anhydrous sodium sulfate. After filtering off the desiccant, the solvents were distilled off under reduced pressure and the res...